Dataset: the Open Reaction Database (ORD), a public repository of structured organic reaction records. Task: describe an organic reaction: reactants, conditions, products, and yield The solvent is O1CCCC1. Product: O=C(OCC)C1=NC=C(C=C1C)B2OC(C)(C)C(O2)(C)C. The yield is 99.0%. Reaction conditions: temperature 80 celsius, time 12 hour. Reagents/catalysts: N=1C=CC(=CC1C=2N=CC=C(C2)C(C)(C)C)C(C)(C)C, O1B(OC(C)(C)C1(C)C)B2OC(C)(C)C(O2)(C)C, C[OH2+].C[OH2+].C1CC=CCCC=C1.C1CC=CCCC=C1.[Ir].[Ir]. The reactants are O=C(OCC)C1=NC=CC=C1C. Reactants: CC1=C(C=NO1)N (5-methyl-4-isoxazolamine), C1(=CC=CC=C1)COC1=C(C(=O)O)C=C(C=C1)C1=CC=NC=C1 (2-[(phenylmethyl)oxy]-5-(4-pyridinyl)benzoic acid), C(CCl)Cl (EDC), C=1C=CC2=C(C1)N=NN2O (HOBT). Run in CN(C=O)C (dimethylformamide), O (water). Run at time 1 hour. Product: CC1=C(C=NO1)NC(C1=C(C=CC(=C1)C1=CC=NC=C1)OCC1=CC=CC=C1)=O (N-(5-Methyl-4-isoxazolyl)-2-[(phenylmethyl)oxy]-5-(4-pyridinyl)benzamide). Reaction SMILES: [C:1]1([CH2:7][O:8][C:9]2[CH:17]=[CH:16][C:15]([C:18]3[CH:23]=[CH:22][N:21]=[CH:20][CH:19]=3)=[CH:14][C:10]=2[C:11]([OH:13])=O)[CH:6]=[CH:5][CH:4]=[CH:3][CH:2]=1.C(Cl)CCl.[CH:28]1C=C[C:31]2[N:36]([OH:37])N=[N:34][C:32]=2[CH:33]=1.CC1ON=CC=1N>CN(C)C=O.O>[CH3:28][C:33]1[O:37][N:36]=[CH:31][C:32]=1[NH:34][C:11](=[O:13])[C:10]1[CH:14]=[C:15]([C:18]2[CH:23]=[CH:22][N:21]=[CH:20][CH:19]=2)[CH:16]=[CH:17][C:9]=1[O:8][CH2:7][C:1]1[CH:2]=[CH:3][CH:4]=[CH:5][CH:6]=1. Procedure details: A mixture of 2-[(phenylmethyl)oxy]-5-(4-pyridinyl)benzoic acid (may be prepared as described in Description 79; 100 mg, 0.30 mmol), EDC (115 mg, 0.60 mmol), and HOBT (92 mg, 0.60 mmol) in dimethylformamide (2 ml) was stirred in air at room temperature for 1 h, then 5-methyl-4-isoxazolamine (may be prepared as described in Description 93; 100 mg, 1.02 mmol) was added in one charge. The reaction mixture was stirred at 25° C. overnight. The solution was heated at 35° C. for 7 hours, then diluted wi... The reactants are CCCCCC, O=c1cc(O)c(Cl)c[nH]1, OC1CCN(c2ncc(Cl)cn2)CC1, CCOC(=O)N=NC(=O)OCC, CN(C)C=O, c1ccc(P(c2ccccc2)c2ccccc2)cc1. Yields the product O=c1cc(OC2CCN(c3ncc(Cl)cn3)CC2)c(Cl)c[nH]1. As a reaction SMILES: [CH3:55][CH2:56][CH2:57][CH2:58][CH2:59][CH3:60].[Cl:32][c:33]1[c:34]([OH:40])[cH:35][c:36](=[O:39])[nH:37][cH:38]1.[Cl:41][c:42]1[cH:43][n:44][c:45]([N:48]2[CH2:49][CH2:50][CH:51]([OH:54])[CH2:52][CH2:53]2)[n:46][cH:47]1.[N:20]([C:21]([O:22][CH2:23][CH3:24])=[O:25])=[N:26][C:27]([O:28][CH2:29][CH3:30])=[O:31].[O:61]=[CH:62][N:63]([CH3:64])[CH3:65].[c:1]1([P:2]([c:3]2[cH:4][cH:5][cH:6][cH:7][cH:8]2)[c:9]2[cH:10][cH:11][cH:12][cH:13][cH:14]2)[cH:15][cH:16][cH:17][cH:18][cH:19]1>>[Cl:32][c:33]1[c:34]([O:40][CH:51]2[CH2:50][CH2:49][N:48]([c:45]3[n:44][cH:43][c:42]([Cl:41])[cH:47][n:46]3)[CH2:53][CH2:52]2)[cH:35][c:36](=[O:39])[nH:37][cH:38]1. Reactants: CCCCCC(=O)Cl, Cc1c2c(nc3ccccc13)CCNCC2, c1ccncc1. Product: CCCCCC(=O)N1CCc2nc3ccccc3c(C)c2CC1. Reaction SMILES: [C:17]([CH2:18][CH2:19][CH2:20][CH2:21][CH3:22])(=[O:23])[Cl:24].[CH3:1][c:2]1[c:3]2[c:4]([n:5][c:6]3[cH:7][cH:8][cH:9][cH:10][c:11]13)[CH2:12][CH2:13][NH:14][CH2:15][CH2:16]2.[cH:25]1[cH:26][cH:27][n:28][cH:29][cH:30]1>>[CH3:1][c:2]1[c:3]2[c:4]([n:5][c:6]3[cH:7][cH:8][cH:9][cH:10][c:11]13)[CH2:12][CH2:13][N:14]([C:17]([CH2:18][CH2:19][CH2:20][CH2:21][CH3:22])=[O:23])[CH2:15][CH2:16]2. The reactants are N[C@H]1C[C@H](C[C@H]1NC1=NC2=CC=C(C=C2C=N1)C1=C(C(=CC(=C1Cl)OC)OC)Cl)C(=O)N(C)C ((1R,3S,4R)-3-amino-4-((6-(2,6-dichloro-3,5-dimethoxyphenyl)quinazolin-2-yl)amino)-N,N-dimethylcyclopentanecarboxamide), CCN(C(C)C)C(C)C (DIEA), C(C=C)(=O)Cl (acryloyl chloride). The solvent is C(Cl)Cl (CH2Cl2). Conditions: temperature 0 celsius, time 30 minute. Yields the product C(C=C)(=O)N[C@H]1C[C@H](C[C@H]1NC1=NC2=CC=C(C=C2C=N1)C1=C(C(=CC(=C1Cl)OC)OC)Cl)C(=O)N(C)C ((1S,3S,4R)-3-acrylamido-4-((6-(2,6-dichloro-3,5-dimethoxyphenyl)quinazolin-2-yl)amino)-N,N-dimethylcyclopentanecarboxamide). Isolated yield 52.5%. RXN SMILES: [NH2:1][C@@H:2]1[C@H:6]([NH:7][C:8]2[N:17]=[CH:16][C:15]3[C:10](=[CH:11][CH:12]=[C:13]([C:18]4[C:23]([Cl:24])=[C:22]([O:25][CH3:26])[CH:21]=[C:20]([O:27][CH3:28])[C:19]=4[Cl:29])[CH:14]=3)[N:9]=2)[CH2:5][C@H:4]([C:30]([N:32]([CH3:34])[CH3:33])=[O:31])[CH2:3]1.CCN(C(C)C)C(C)C.[C:44](Cl)(=[O:47])[CH:45]=[CH2:46]>C(Cl)Cl>[C:44]([NH:1][C@@H:2]1[C@H:6]([NH:7][C:8]2[N:17]=[CH:16][C:15]3[C:10](=[CH:11][CH:12]=[C:13]([C:18]4[C:23]([Cl:24])=[C:22]([O:25][CH3:26])[CH:21]=[C:20]([O:27][CH3:28])[C:19]=4[Cl:29])[CH:14]=3)[N:9]=2)[CH2:5][C@H:4]([C:30]([N:32]([CH3:34])[CH3:33])=[O:31])[CH2:3]1)(=[O:47])[CH:45]=[CH2:46]. Procedure details: (1R,3S,4R)-3-amino-4-((6-(2,6-dichloro-3,5-dimethoxyphenyl)quinazolin-2-yl)amino)-N,N-dimethylcyclopentanecarboxamide (0.050 g, 0.099 mmol) was taken up in CH2Cl2 (25 ml) and cooled to 0° C., followed by addition of DIEA (0.017 ml, 0.099 mmol) then acryloyl chloride (8.86 μl, 0.109 mmol) slowly. The reaction mixture was stirred at 0° C. for 30 minutes. After the reaction was complete, it was loaded directly onto silica and purified via flash chromatography (0-10% CH2Cl2/MeOH; 12 g column) to aff... Starting materials: C(OC(CCC1=CC=CC=C1)Cl)(OC1=CC=CC=C1)=O (1-Chloro-3-phenylpropyl phenyl carbonate), C(C)(=O)NC=1C(=C(C(=C(C1I)C(=O)[O-])I)N(C)C(C)=O)I.[K+] (potassium 5-(N-acetylamino)-3-(N-acetyl-N-methyl-amino)-2,4,6-triiodobenzenecarboxylate), [I-].[Na+] (sodium iodide). Run in CN(C)C=O (DMF). Conditions: temperature 50 celsius, time 2 day. Yields the product C(C)(=O)NC=1C(=C(C(=C(C1I)C(=O)OC(CCC1=CC=CC=C1)OC(=O)OC1=CC=CC=C1)I)N(C)C(C)=O)I (1-(Phenyloxycarbonyloxy)-3-phenylpropyl 5-(N-acetylamino)-3-(N-acetyl-N-methylamino)-2,4,6-triiodobenzenecarboxylate). RXN SMILES: [C:1](=[O:20])([O:13][C:14]1[CH:19]=[CH:18][CH:17]=[CH:16][CH:15]=1)[O:2][CH:3](Cl)[CH2:4][CH2:5][C:6]1[CH:11]=[CH:10][CH:9]=[CH:8][CH:7]=1.[C:21]([NH:24][C:25]1[C:26]([I:41])=[C:27]([N:36]([C:38](=[O:40])[CH3:39])[CH3:37])[C:28]([I:35])=[C:29]([C:32]([O-:34])=[O:33])[C:30]=1[I:31])(=[O:23])[CH3:22].[K+].[I-].[Na+]>CN(C=O)C>[C:21]([NH:24][C:25]1[C:26]([I:41])=[C:27]([N:36]([C:38](=[O:40])[CH3:39])[CH3:37])[C:28]([I:35])=[C:29]([C:32]([O:34][CH:3]([O:2][C:1]([O:13][C:14]2[CH:19]=[CH:18][CH:17]=[CH:16][CH:15]=2)=[O:20])[CH2:4][CH2:5][C:6]2[CH:11]=[CH:10][CH:9]=[CH:8][CH:7]=2)=[O:33])[C:30]=1[I:31])(=[O:23])[CH3:22] |f:1.2,3.4|. Procedure: 1-Chloro-3-phenylpropyl phenyl carbonate (0.30 g, 1.03 mmol) was added at room temperature to a solution of potassium 5-(N-acetylamino)-3-(N-acetyl-N-methyl-amino)-2,4,6-triiodobenzenecarboxylate (0.62 g, 0.93 mmol) and sodium iodide (0.014 g, 0.093 mmol) in dry DMF (5 ml). After stirring at 50° C. for 5 hours and at room temperature for 2 days the solvent was removed at reduced pressure. The residue was suspended in chloroform (15 ml) and washed four times with a saturated sodium hydrogen carbo... Reactants: ClC1=CC=C(CNC(=O)C=2C(=C3C(=NC2)SC(=C3)CCCO)O)C=C1 (N-(4-chlorobenzyl)4-hydroxy-2-(3-hydroxypropyl)thieno[2,3-b]pyridine-5-carboxamide), C(=O)([O-])[O-].[K+].[K+] (K2CO3), Br.BrCCN(CC)CC (2-bromo-N,N-diethylethylamine hydrobromide), C(=O)([O-])[O-].[K+].[K+] (K2CO3), Br.BrCCN(CC)CC (2-bromo-N,N-diethylethylamine hydrobromide). Run in Cl (HCl), CN(C)C=O (DMF). Conditions: temperature 90 celsius, time 3 day. Product: ClC1=CC=C(CNC(=O)C=2C(C3=C(N(C2)CCN(CC)CC)SC(=C3)CCCO)=O)C=C1 (N-(4-Chlorobenzyl)-7-[2-(diethylamino)ethyl]-2-(3-hydroxypropyl)4-oxo4,7-dihydrothieno[2,3-b]pyridine-5-carboxamide). The yield is 19.0%. Reaction SMILES: [Cl:1][C:2]1[CH:25]=[CH:24][C:5]([CH2:6][NH:7][C:8]([C:10]2[C:11]([OH:23])=[C:12]3[CH:18]=[C:17]([CH2:19][CH2:20][CH2:21][OH:22])[S:16][C:13]3=[N:14][CH:15]=2)=[O:9])=[CH:4][CH:3]=1.C([O-])([O-])=O.[K+].[K+].Br.Br[CH2:34][CH2:35][N:36]([CH2:39][CH3:40])[CH2:37][CH3:38]>CN(C=O)C.Cl>[Cl:1][C:2]1[CH:3]=[CH:4][C:5]([CH2:6][NH:7][C:8]([C:10]2[C:11](=[O:23])[C:12]3[CH:18]=[C:17]([CH2:19][CH2:20][CH2:21][OH:22])[S:16][C:13]=3[N:14]([CH2:34][CH2:35][N:36]([CH2:39][CH3:40])[CH2:37][CH3:38])[CH:15]=2)=[O:9])=[CH:24][CH:25]=1 |f:1.2.3,4.5|. Procedure details: To a solution of N-(4-chlorobenzyl)4-hydroxy-2-(3-hydroxypropyl)thieno[2,3-b]pyridine-5-carboxamide (Example No. 8) (0.300 g) in DMF (4 mL) are added K2CO3 (0.550 g) and 2-bromo-N,N-diethylethylamine hydrobromide (0.623 g). The reaction is heated to 90° C. and stirred for 3 d. An additional 0.220 g of K2CO3 and 0.415 g of 2-bromo-N,N-diethylethylamine hydrobromide are added. The reaction is stirred at 90° C. for 6 h. The reaction mixture is concentrated in vacuo, and the resulting residue is par... Reactants: C(C)(C)(C)OC(N[C@@H](CC1=CC(=CC=C1)CN1S(N(C(C1)=O)CC1=CC=C(C=C1)OC)(=O)=O)C(NCCCCC)=O)=O (((S)-2-{3-[5-(4-methoxy-benzyl)-1,1,4-trioxo-1,2,5-thiadiazolidin-2-ylmethyl]-phenyl}-1-pentylcarbamoyl-ethyl)-carbamic acid t-butyl ester), C(=O)(C(F)(F)F)O (TFA). Run in C(Cl)Cl (CH2Cl2). Run at time 30 minute. Product: N[C@H](C(=O)NCCCCC)CC1=CC(=CC=C1)CN1S(N(C(C1)=O)CC1=CC=C(C=C1)OC)(=O)=O ((S)-2-amino-3-{3-[5-(4-methoxy-benzyl)-1,1,4-trioxo-1,2,5-thiadiazolidin-2-ylmethyl]-phenyl}-N-pentyl-propionamide). RXN SMILES: C(OC(=O)[NH:7][C@H:8]([C:34](=[O:41])[NH:35][CH2:36][CH2:37][CH2:38][CH2:39][CH3:40])[CH2:9][C:10]1[CH:15]=[CH:14][CH:13]=[C:12]([CH2:16][N:17]2[CH2:21][C:20](=[O:22])[N:19]([CH2:23][C:24]3[CH:29]=[CH:28][C:27]([O:30][CH3:31])=[CH:26][CH:25]=3)[S:18]2(=[O:33])=[O:32])[CH:11]=1)(C)(C)C.C(O)(C(F)(F)F)=O>C(Cl)Cl>[NH2:7][C@@H:8]([CH2:9][C:10]1[CH:15]=[CH:14][CH:13]=[C:12]([CH2:16][N:17]2[CH2:21][C:20](=[O:22])[N:19]([CH2:23][C:24]3[CH:29]=[CH:28][C:27]([O:30][CH3:31])=[CH:26][CH:25]=3)[S:18]2(=[O:32])=[O:33])[CH:11]=1)[C:34]([NH:35][CH2:36][CH2:37][CH2:38][CH2:39][CH3:40])=[O:41]. Reported procedure: To a solution of the title F compound, ((S)-2-{3-[5-(4-methoxy-benzyl)-1,1,4-trioxo-1,2,5-thiadiazolidin-2-ylmethyl]-phenyl}-1-pentylcarbamoyl-ethyl)-carbamic acid t-butyl ester (77 mg, 0.127 mmol) in CH2Cl2 (1 mL) is added TFA (1 mL). After 30 min, the solvent is removed under stream of nitrogen. The residue is partitioned between EtOAc and saturated aqueous NaHCO3. The organic solution is washed with brine, dried over anhydrous MgSO4 and concentrated to yield (S)-2-amino-3-{3-[5-(4-methoxy-ben... Starting materials: CN(C(=O)OC(C)(C)C)C(Cc1ccc2ccccc2c1)C(=O)O, CCN(C(C)C)C(C)C, CCN=C=NCCCN(C)C, CNCCCc1ccccc1, CN(C)C=O, CCOC(C)=O, ClCCl, Cl, On1nnc2cccnc21. Product: CN(CCCc1ccccc1)C(=O)C(Cc1ccc2ccccc2c1)N(C)C(=O)OC(C)(C)C. RXN SMILES: [C:1]([CH3:2])([CH3:3])([CH3:4])[O:5][C:6](=[O:7])[N:8]([CH3:9])[CH:10]([C:11](=[O:12])[OH:13])[CH2:14][c:15]1[cH:16][c:17]2[cH:18][cH:19][cH:20][cH:21][c:22]2[cH:23][cH:24]1.[CH2:58]([N:59]([CH:60]([CH3:61])[CH3:62])[CH:63]([CH3:64])[CH3:65])[CH3:66].[CH3:36][N:37]([CH3:38])[CH2:39][CH2:40][CH2:41][N:42]=[C:43]=[N:44][CH2:45][CH3:46].[CH3:47][NH:48][CH2:49][CH2:50][CH2:51][c:52]1[cH:53][cH:54][cH:55][cH:56][cH:57]1.[CH3:67][N:68]([CH3:69])[CH:70]=[O:71].[CH3:75][CH2:76][O:77][C:78](=[O:79])[CH3:80].[Cl:72][CH2:73][Cl:74].[ClH:35].[OH:25][n:26]1[c:27]2[n:28][cH:29][cH:30][cH:31][c:32]2[n:33][n:34]1>>[C:1]([CH3:2])([CH3:3])([CH3:4])[O:5][C:6](=[O:7])[N:8]([CH3:9])[CH:10]([C:11](=[O:12])[N:48]([CH3:47])[CH2:49][CH2:50][CH2:51][c:52]1[cH:53][cH:54][cH:55][cH:56][cH:57]1)[CH2:14][c:15]1[cH:16][c:17]2[cH:18][cH:19][cH:20][cH:21][c:22]2[cH:23][cH:24]1.